This data is from the Open Reaction Database (ORD), a public repository of structured organic reaction records. The task is: describe an organic reaction: reactants, conditions, products, and yield Starting materials: COC(=O)CCc1ccc(NS(=O)(=O)c2ccccc2[N+](=O)[O-])cc1, CCOC(=O)N=NC(=O)OCC, C1CCOC1, OCc1ccc(N=Cc2nc(-c3ccccc3)cs2)cc1, c1ccc(P(c2ccccc2)c2ccccc2)cc1. The product is COC(=O)CCc1ccc(N(Cc2ccc(N=Cc3nc(-c4ccccc4)cs3)cc2)S(=O)(=O)c2ccccc2[N+](=O)[O-])cc1. As a reaction SMILES: [N+:1](=[O:2])([O-:3])[c:4]1[c:5]([S:10](=[O:11])(=[O:12])[NH:13][c:14]2[cH:15][cH:16][c:17]([CH2:20][CH2:21][C:22](=[O:23])[O:24][CH3:25])[cH:18][cH:19]2)[cH:6][cH:7][cH:8][cH:9]1.[O:66]=[C:67]([O:68][CH2:69][CH3:70])[N:71]=[N:72][C:73]([O:74][CH2:75][CH3:76])=[O:77].[O:78]1[CH2:79][CH2:80][CH2:81][CH2:82]1.[c:26]1(-[c:32]2[n:33][c:34]([CH:37]=[N:38][c:39]3[cH:40][cH:41][c:42]([CH2:45][OH:46])[cH:43][cH:44]3)[s:35][cH:36]2)[cH:27][cH:28][cH:29][cH:30][cH:31]1.[c:47]1([P:48]([c:49]2[cH:50][cH:51][cH:52][cH:53][cH:54]2)[c:55]2[cH:56][cH:57][cH:58][cH:59][cH:60]2)[cH:61][cH:62][cH:63][cH:64][cH:65]1>>[N+:1](=[O:2])([O-:3])[c:4]1[c:5]([S:10](=[O:11])(=[O:12])[N:13]([c:14]2[cH:15][cH:16][c:17]([CH2:20][CH2:21][C:22](=[O:23])[O:24][CH3:25])[cH:18][cH:19]2)[CH2:45][c:42]2[cH:41][cH:40][c:39]([N:38]=[CH:37][c:34]3[n:33][c:32](-[c:26]4[cH:27][cH:28][cH:29][cH:30][cH:31]4)[cH:36][s:35]3)[cH:44][cH:43]2)[cH:6][cH:7][cH:8][cH:9]1. Product: NC1=C(C(NC(=N1)COCC)=O)N=O (6-Amino-2-(ethoxymethyl)-5-nitroso-4(3H)-pyrimidinone). The reactants are [N+](=O)([O-])[O-].[Na+] (sodium nitrate), NC1=CC(NC(=N1)COCC)=O (6-amino-2-(ethoxymethyl)-4(3H)-pyrimidinone), [OH-].[Na+] (sodium hydroxide), S(O)(O)(=O)=O (sulphuric acid). As a reaction SMILES: [N+:1]([O-:4])([O-])=O.[Na+].[NH2:6][C:7]1[N:12]=[C:11]([CH2:13][O:14][CH2:15][CH3:16])[NH:10][C:9](=[O:17])[CH:8]=1.[OH-].[Na+].S(=O)(=O)(O)O>O>[NH2:6][C:7]1[N:12]=[C:11]([CH2:13][O:14][CH2:15][CH3:16])[NH:10][C:9](=[O:17])[C:8]=1[N:1]=[O:4] |f:0.1,3.4|. The solvent is O (water). Procedure details: 17.7 g (0.256 moles) of sodium nitrate are added to a solution of 39.5 g (0.233 mole) of 6-amino-2-(ethoxymethyl)-4(3H)-pyrimidinone in 336 ml (0.336 mole) of 1 N sodium hydroxide. A solution of 17.9 ml (0.320 mole) of 96% sulphuric acid diluted in 179 ml of water is then added dropwise at between 0° and 5° C. The precipitate formed is isolated by filtration immediately after completion of the addition. The solid obtained is washed with cold water and then with ethyl ether. After drying, it is u... Reactants: I(=O)(=O)(=O)[O-].[Na+] (sodium periodate), NC=1C2=C(N=CN1)N(C=C2C2=CC=C(C=C2)SC2=CC=CC=C2)C(C)(C)C (4-amino-5-[4-(phenylthio)phenyl]-7-(tert-butyl)pyrrolo[2,3-d]pyrimidine). The solvent is O (water), C(C)(=O)O (acetic acid). Product: C(C)(C)(C)N1C=C(C2=C1N=CN=C2N)C2=CC=C(C=C2)S(=O)C2=CC=CC=C2 (7-tert-butyl-5-(4-phenylsulphinylphenyl)-7H-pyrrolo[2,3-d]pyrimidin-4-ylamine). Reaction SMILES: I([O-])(=O)(=O)=[O:2].[Na+].[NH2:7][C:8]1[C:9]2[C:16]([C:17]3[CH:22]=[CH:21][C:20]([S:23][C:24]4[CH:29]=[CH:28][CH:27]=[CH:26][CH:25]=4)=[CH:19][CH:18]=3)=[CH:15][N:14]([C:30]([CH3:33])([CH3:32])[CH3:31])[C:10]=2[N:11]=[CH:12][N:13]=1>O.C(O)(=O)C>[C:30]([N:14]1[C:10]2[N:11]=[CH:12][N:13]=[C:8]([NH2:7])[C:9]=2[C:16]([C:17]2[CH:18]=[CH:19][C:20]([S:23]([C:24]3[CH:29]=[CH:28][CH:27]=[CH:26][CH:25]=3)=[O:2])=[CH:21][CH:22]=2)=[CH:15]1)([CH3:33])([CH3:32])[CH3:31] |f:0.1|. Procedure details: A solution of sodium periodate (0.60 g) dissolved in water (16 ml) was added to a solution of 4-amino-5-[4-(phenylthio)phenyl]-7-(tert-butyl)pyrrolo[2,3-d]pyrimidine (1.0 g) in glacial acetic acid (30 ml) with stirring whilst keeping the temperature below 5° C. The mixture was stirred for 66 hours at ambient temperature. The mixture was filtered and the filtrate was added to water (300 ml). This mixture was basified with solid sodium bicarbonate, filtered to remove a small amount of solid which ...